This data is from the Open Reaction Database (ORD), a public repository of structured organic reaction records. The task is: describe an organic reaction: reactants, conditions, products, and yield Reactants: [BH4-], COC(=O)C(CC(COCc1ccccc1)C(C)C)NC(=O)OC(C)(C)C, [Li+], C1CCOC1. Product: CC(C)C(COCc1ccccc1)CC(CO)NC(=O)OC(C)(C)C. RXN SMILES: [BH4-:28].[CH2:1]([c:2]1[cH:3][cH:4][cH:5][cH:6][cH:7]1)[O:8][CH2:9][CH:10]([CH2:11][CH:12]([C:13](=[O:14])[O:15][CH3:16])[NH:17][C:18](=[O:19])[O:20][C:21]([CH3:22])([CH3:23])[CH3:24])[CH:25]([CH3:26])[CH3:27].[Li+:29].[O:30]1[CH2:31][CH2:32][CH2:33][CH2:34]1>>[CH2:1]([c:2]1[cH:3][cH:4][cH:5][cH:6][cH:7]1)[O:8][CH2:9][CH:10]([CH2:11][CH:12]([CH2:13][OH:14])[NH:17][C:18](=[O:19])[O:20][C:21]([CH3:22])([CH3:23])[CH3:24])[CH:25]([CH3:26])[CH3:27].